This data is from the Open Reaction Database (ORD), a public repository of structured organic reaction records. The task is: describe an organic reaction: reactants, conditions, products, and yield Reactants: O=C(Cl)Oc1ccc(Cl)cc1, CC(C)(F)c1cc(N)no1. Product: CC(C)(F)c1cc(NC(=O)Oc2ccc(Cl)cc2)no1. Reaction SMILES: [Cl:11][C:12](=[O:13])[O:14][c:15]1[cH:16][cH:17][c:18]([Cl:21])[cH:19][cH:20]1.[F:1][C:2]([CH3:3])([CH3:4])[c:5]1[cH:6][c:7]([NH2:10])[n:8][o:9]1>>[F:1][C:2]([CH3:3])([CH3:4])[c:5]1[cH:6][c:7]([NH:10][C:12](=[O:13])[O:14][c:15]2[cH:16][cH:17][c:18]([Cl:21])[cH:19][cH:20]2)[n:8][o:9]1. Reactants: ClC(=O)OCC1=CC=CC=C1 (Benzyl chloroformate), C1(=CC=CC=C1)CC1C(NCCN1)=O (3-(phenylmethyl)piperazinone), C([O-])(O)=O.[Na+] (sodium bicarbonate). The solvent is C(Cl)(Cl)Cl (chloroform). The product is C(C1=CC=CC=C1)OC(=O)N1C(C(NCC1)=O)CC1=CC=CC=C1 (Benzyl-3-oxo-2-(phenylmethyl)-1-piperazinecarboxylate). As a reaction SMILES: Cl[C:2]([O:4][CH2:5][C:6]1[CH:11]=[CH:10][CH:9]=[CH:8][CH:7]=1)=[O:3].[C:12]1([CH2:18][CH:19]2[NH:24][CH2:23][CH2:22][NH:21][C:20]2=[O:25])[CH:17]=[CH:16][CH:15]=[CH:14][CH:13]=1.C(=O)(O)[O-].[Na+]>C(Cl)(Cl)Cl>[CH2:5]([O:4][C:2]([N:24]1[CH2:23][CH2:22][NH:21][C:20](=[O:25])[CH:19]1[CH2:18][C:12]1[CH:13]=[CH:14][CH:15]=[CH:16][CH:17]=1)=[O:3])[C:6]1[CH:11]=[CH:10][CH:9]=[CH:8][CH:7]=1 |f:2.3|. Reported procedure: Benzyl chloroformate (8.5 g.) is added to a stirred mixture of 3-(phenylmethyl)piperazinone (XXIX, Example 62, 6.8 g.), chloroform (75 ml.), and saturated sodium bicarbonate solution (20 ml.). After 30 minutes the chloroform phase is separated, washed twice with water, and concentrated. The residual oil is crystallized from ethyl acetate-SSB and then ethyl acetate again to give the title compound, m.p. 125°-127.5°. Reactants: [Al+3], CC(=O)Cl, CN(C)C=O, [Cl-], [Cl-], [Cl-], O=[Se]1CNc2ccccc21. Yields the product CC(=O)c1ccc2c(c1)[Se](=O)CN2. As a reaction SMILES: [Al+3:2].[CH3:20][C:21]([Cl:22])=[O:23].[CH3:5][N:6]([CH3:7])[CH:8]=[O:9].[Cl-:1].[Cl-:3].[Cl-:4].[Se:10]1(=[O:19])[CH2:11][NH:12][c:13]2[c:14]1[cH:15][cH:16][cH:17][cH:18]2>>[Se:10]1(=[O:19])[CH2:11][NH:12][c:13]2[c:14]1[cH:15][c:16]([C:21]([CH3:20])=[O:23])[cH:17][cH:18]2.